Task: describe an organic reaction: reactants, conditions, products, and yield. Dataset: the Open Reaction Database (ORD), a public repository of structured organic reaction records The reactants are N(=[N+]=[N-])C1=C(C=NC=C1)\C=N\C1=C(C=C(C=C1Cl)F)Cl ([1-(4-azidopyridin-3-yl)meth-(E)-ylidene]-(2,6-dichloro-4-fluorophenyl)amine). The solvent is C1(=CC=CC=C1)C (toluene). Reaction conditions: temperature 105 celsius. The product is ClC1=C(C(=CC(=C1)F)Cl)N1N=C2C(C=NC=C2)=C1 (2-(2,6-Dichloro-4-fluorophenyl)-2H-pyrazolo[4,3-c]pyridine). Yield: 84.0%. Reaction SMILES: [N:1]([C:4]1[CH:9]=[CH:8][N:7]=[CH:6][C:5]=1/[CH:10]=[N:11]/[C:12]1[C:17]([Cl:18])=[CH:16][C:15]([F:19])=[CH:14][C:13]=1[Cl:20])=[N+]=[N-]>C1(C)C=CC=CC=1>[Cl:20][C:13]1[CH:14]=[C:15]([F:19])[CH:16]=[C:17]([Cl:18])[C:12]=1[N:11]1[CH:10]=[C:5]2[CH:6]=[N:7][CH:8]=[CH:9][C:4]2=[N:1]1. Procedure: A mixture of [1-(4-azidopyridin-3-yl)meth-(E)-ylidene]-(2,6-dichloro-4-fluorophenyl)amine (2.09 g, 6.75 mmol) in toluene (20 mL) was heated to 105° C. for 45 minutes. The reaction was cooled and concentrated under reduced pressure. The residue was purified by silica gel flash chromatography (50-100% ethyl acetate in cyclohexane) to afford the title compound as a yellow solid (1.60 g, 84% yield). 1H NMR (300 MHz, CDCl3): δ 9.38 (s, 1H), 8.45-8.30 (m, 2H), 7.70 (d, J=6.5 Hz, 1H), 7.32 (d, J=7.7 Hz... The yield is 86.1%. RXN SMILES: [F:1][C:2]1[CH:7]=[CH:6][C:5]([CH:8]2[O:12]C(=O)[NH:10][CH:9]2[CH2:14][C:15]2[CH:20]=[CH:19][C:18]([O:21][CH3:22])=[CH:17][CH:16]=2)=[CH:4][CH:3]=1.[OH-].[Na+]>C(O)C>[NH2:10][CH:9]([CH2:14][C:15]1[CH:16]=[CH:17][C:18]([O:21][CH3:22])=[CH:19][CH:20]=1)[CH:8]([C:5]1[CH:4]=[CH:3][C:2]([F:1])=[CH:7][CH:6]=1)[OH:12] |f:1.2|. The reactants are FC1=CC=C(C=C1)C1C(NC(O1)=O)CC1=CC=C(C=C1)OC ((4RS,5SR)-5-(4-fluorophenyl)-4-((4-(methyloxy)phenyl)methyl)-1,3-oxazolidin-2-one), [OH-].[Na+] (sodium hydroxide). Run in C(C)O (ethanol). Reported procedure: To a solution of (4RS,5SR)-5-(4-fluorophenyl)-4-((4-(methyloxy)phenyl)methyl)-1,3-oxazolidin-2-one (12.8 g, 42.5 mmol) in ethanol (200 ml) was added 8N aqueous sodium hydroxide solution (26.6 ml, 210 mmol) and the mixture was heated under reflux for 4 hrs. The reaction solution was concentrated, diluted with water (200 ml) and extracted with ethyl acetate (200 ml×2). The extract was washed with saturated brine, dried over anhydrous magnesium sulfate and evaporated under reduced pressure. The res... Product: NC(C(O)C1=CC=C(C=C1)F)CC1=CC=C(C=C1)OC ((1RS,2SR)-2-amino-1-(4-fluorophenyl)-3-(4-(methyloxy)phenyl)-1-propanol). Reactants: [Si](C)(C)(C(C)(C)C)O[C@H]1[C@H]([C@H](OC)O[C@H]([C@@H]1NC(C(F)(F)F)=O)C)F (methyl 3-O-tert-butyldimethylsilyl-2,4,6-trideoxy-2-fluoro-4-(trifluoroacetylamino)-α-L-mannopyranoside), C(C)(=O)OC(C)=O (acetic anhydride), S(O)(O)(=O)=O (sulfuric acid), C(C)(=O)O (acetic acid). Product: C(C)(=O)OC1[C@@H]([C@H](OC(C)=O)[C@H]([C@@H](O1)C)NC(C(F)(F)F)=O)F (1,3-di-O-acetyl-2,4,6-trideoxy-2-fluoro-4-(trifluoroacetylamino)-L-mannopyranose). Reaction SMILES: [Si]([O:8][C@@H:9]1[C@@H:16]([NH:17][C:18](=[O:23])[C:19]([F:22])([F:21])[F:20])[C@H:15]([CH3:24])[O:14][C@@H:11](OC)[C@@H:10]1[F:25])(C(C)(C)C)(C)C.[C:26](OC(=O)C)(=[O:28])[CH3:27].S(=O)(=O)(O)O.[C:38]([OH:41])(=[O:40])[CH3:39]>>[C:38]([O:41][CH:11]1[O:14][C@@H:15]([CH3:24])[C@H:16]([NH:17][C:18](=[O:23])[C:19]([F:20])([F:21])[F:22])[C@@H:9]([O:8][C:26](=[O:28])[CH3:27])[C@H:10]1[F:25])(=[O:40])[CH3:39]. Procedure: Compound (7) is treated with a mixture of acetic anhydride, acetic acid and sulfuric acid at room temperature, thereby to effect simultaneously the removal of the 3-O-tert-butyldimethylsilyl group, demethylation and di-O-acetylation reactions, affording 1,3-di-O-acetyl-2,4,6-trideoxy-2-fluoro-4-(trifluoroacetylamino)-L-mannopyranose [Compound (8)] having the following formula ##STR15## The Compound (8) is a mixture or α-anomer [Compound (8-a)] and β-anomer [Compound (8-b)]. When Compound (8) is ... The reactants are [BH4-], CC(C)(C)n1nccc1Nc1cncc(C=O)n1, CCO, Cl, [Na+]. Yields the product CC(C)(C)n1nccc1Nc1cncc(CO)n1. Reaction SMILES: [BH4-:19].[C:1]([CH3:2])([CH3:3])([CH3:4])[n:5]1[n:6][cH:7][cH:8][c:9]1[NH:10][c:11]1[cH:12][n:13][cH:14][c:15]([CH:17]=[O:18])[n:16]1.[CH3:22][CH2:23][OH:24].[ClH:21].[Na+:20]>>[C:1]([CH3:2])([CH3:3])([CH3:4])[n:5]1[n:6][cH:7][cH:8][c:9]1[NH:10][c:11]1[cH:12][n:13][cH:14][c:15]([CH2:17][OH:18])[n:16]1. The reactants are C1CCOC1, Cc1ccc(C)c(CCl)c1, [Cl-], [NH4+], O=C1CCCC2(CCN(c3cnc4ccccc4n3)CC2)N1. Product: Cc1ccc(C)c(CN2C(=O)CCCC23CCN(c2cnc4ccccc4n2)CC3)c1. RXN SMILES: [CH2:23]1[O:24][CH2:25][CH2:26][CH2:27]1.[CH3:28][c:29]1[c:30]([CH2:31][Cl:32])[cH:33][c:34]([CH3:37])[cH:35][cH:36]1.[Cl-:38].[NH4+:39].[n:1]1[c:2]([N:11]2[CH2:12][CH2:13][C:14]3([CH2:15][CH2:16][CH2:17][C:18](=[O:20])[NH:19]3)[CH2:21][CH2:22]2)[cH:3][n:4][c:5]2[cH:6][cH:7][cH:8][cH:9][c:10]12>>[n:1]1[c:2]([N:11]2[CH2:12][CH2:13][C:14]3([CH2:15][CH2:16][CH2:17][C:18](=[O:20])[N:19]3[CH2:31][c:30]3[c:29]([CH3:28])[cH:36][cH:35][c:34]([CH3:37])[cH:33]3)[CH2:21][CH2:22]2)[cH:3][n:4][c:5]2[cH:6][cH:7][cH:8][cH:9][c:10]12. The reactants are F[B-](F)(F)F, CCCC(C)(C)c1ccc(C(=O)O)cc1, CCN(C(C)C)C(C)C, NCCc1cccc(C(F)(F)F)c1, CN(C)C=O, O, CN(C)C(On1nnc2ccccc21)=[N+](C)C. Product: CCCC(C)(C)c1ccc(C(=O)NCCc2cccc(C(F)(F)F)c2)cc1. Reaction SMILES: [B-:1]([F:2])([F:3])([F:4])[F:5].[CH3:36][C:37]([CH2:38][CH2:39][CH3:40])([CH3:41])[c:42]1[cH:43][cH:44][c:45]([C:46](=[O:47])[OH:48])[cH:49][cH:50]1.[CH:51]([N:52]([CH2:53][CH3:54])[CH:55]([CH3:56])[CH3:57])([CH3:58])[CH3:59].[F:23][C:24]([c:25]1[cH:26][c:27]([CH2:31][CH2:32][NH2:33])[cH:28][cH:29][cH:30]1)([F:34])[F:35].[O:60]=[CH:61][N:62]([CH3:63])[CH3:64].[OH2:65].[n:6]1([O:7][C:8]([N:9]([CH3:10])[CH3:11])=[N+:12]([CH3:13])[CH3:14])[c:15]2[cH:16][cH:17][cH:18][cH:19][c:20]2[n:21][n:22]1>>[F:23][C:24]([c:25]1[cH:26][c:27]([CH2:31][CH2:32][NH:33][C:46]([c:45]2[cH:44][cH:43][c:42]([C:37]([CH3:36])([CH2:38][CH2:39][CH3:40])[CH3:41])[cH:50][cH:49]2)=[O:47])[cH:28][cH:29][cH:30]1)([F:34])[F:35].